Dataset: the Open Reaction Database (ORD), a public repository of structured organic reaction records. Task: describe an organic reaction: reactants, conditions, products, and yield Reactants: FC1=C(OC2=C3C(=NC=C2)C=C(S3)C(=O)N3CCN(CC3)C)C=CC(=C1)[N+](=O)[O-] ((7-(2-fluoro-4-nitrophenoxy)thieno[3,2-b]pyridin-2-yl)(4-methylpiperazin-1-yl)methanone), [Cl-].[NH4+] (ammonium chloride). The reagents and catalysts are [Zn] (Zinc). Solvent: CO (MeOH), O (water). Product: NC1=CC(=C(OC2=C3C(=NC=C2)C=C(S3)C(=O)N3CCN(CC3)C)C=C1)F ((7-(4-amino-2-fluorophenoxy)thieno[3,2-b]pyridin-2-yl)(4-methylpiperazin-1-yl)methanone). Yield: 65.6%. As a reaction SMILES: [F:1][C:2]1[CH:26]=[C:25]([N+:27]([O-])=O)[CH:24]=[CH:23][C:3]=1[O:4][C:5]1[CH:10]=[CH:9][N:8]=[C:7]2[CH:11]=[C:12]([C:14]([N:16]3[CH2:21][CH2:20][N:19]([CH3:22])[CH2:18][CH2:17]3)=[O:15])[S:13][C:6]=12.[Cl-].[NH4+]>CO.O.[Zn]>[NH2:27][C:25]1[CH:24]=[CH:23][C:3]([O:4][C:5]2[CH:10]=[CH:9][N:8]=[C:7]3[CH:11]=[C:12]([C:14]([N:16]4[CH2:17][CH2:18][N:19]([CH3:22])[CH2:20][CH2:21]4)=[O:15])[S:13][C:6]=23)=[C:2]([F:1])[CH:26]=1 |f:1.2|. Procedure details: Zinc (0.75 g, 11.53 mmol) was added to a suspension of 437 (1.2 g, 2.88 mmol) and ammonium chloride (0.31 g, 5.76 mmol) in a mixture of MeOH (30 mL) and water (5.10 mL). The suspension was heated to reflux for 50 min. After cooling to room temperature, the reaction mixture was filtered and concentrated. The residue was partitioned between DCM, water and ammonium hydroxide. The organic layer was collected, successively washed with water and brine, dried over sodium sulfate, filtered and concentra... Reactants: ( m ), ( m ), ( s ), ( m ), ( m ), ( m ), ( m ), ( m ), ( m ), ( s ), ( m ), ( w ), ( m ), ( m ), CC1=C(C=CC2=C1C(C=C(C(N2)=O)OC)=O)C (6,7-dimethyl-3-methoxy-1H-1-benzazepine-2,5-dione), B(Br)(Br)Br (BBr3), [K+].[Br-] (KBr), ( m ), ( m ), ( m ), ( m ), C(=O)(O)[O-].[Na+] (NaHCO3), ( s ), ( w ), ( m ), ( s ), ( m ), ( m ), ( m ), ( m ), ( m ), ( m ), ( m ), ( m ), ( m ), ( m ), ( m ), ( w ), ( m ), ( m ), ( m ). Solvent: C(Cl)Cl (CH2Cl2), C(Cl)Cl (CH2Cl2). Reaction conditions: time 45 minute. Yields the product CC1=C(C=CC2=C1C(C=C(C(N2)=O)O)=O)C (6,7-dimethyl-3-hydroxy-1H-1-benzazepine-2,5-dione). RXN SMILES: [CH3:1][C:2]1[C:7]2[C:8](=[O:16])[CH:9]=[C:10]([O:14]C)[C:11](=[O:13])[NH:12][C:6]=2[CH:5]=[CH:4][C:3]=1[CH3:17].B(Br)(Br)Br.C([O-])(O)=O.[Na+].[K+].[Br-]>C(Cl)Cl>[CH3:1][C:2]1[C:7]2[C:8](=[O:16])[CH:9]=[C:10]([OH:14])[C:11](=[O:13])[NH:12][C:6]=2[CH:5]=[CH:4][C:3]=1[CH3:17] |f:2.3,4.5|. Reported procedure: To a stirred solution of 6,7-dimethyl-3-methoxy-1H-1-benzazepine-2,5-dione (300 mg, 1.30 mmol) in dry CH2Cl2 (40 mL, distilled from CaH2) under N2, there was added a solution of BBr3 in CH2Cl2 (6 mL, 1M, Aldrich) in one portion over 1 min at rt. The reaction solution immediately became orange, then an orange precipitate formed during the addition. The reaction was allowed to stir under N2 at rt for 45 min. The reaction was added to saturated NaHCO3 (50 mL) and the resulting mixture was vigorousl...